This data is from the Open Reaction Database (ORD), a public repository of structured organic reaction records. The task is: describe an organic reaction: reactants, conditions, products, and yield Starting materials: C1CCOC1, COC(=O)c1ccc2nc(-c3c(Cl)cccc3Cl)[nH]c2c1, CO, Cl, [Na+], [OH-]. Yields the product O=C(O)c1ccc2nc(-c3c(Cl)cccc3Cl)[nH]c2c1. As a reaction SMILES: [CH2:27]1[O:28][CH2:29][CH2:30][CH2:31]1.[CH3:1][O:2][C:3](=[O:4])[c:5]1[cH:6][c:7]2[c:8]([n:9][c:10](-[c:12]3[c:13]([Cl:19])[cH:14][cH:15][cH:16][c:17]3[Cl:18])[nH:11]2)[cH:20][cH:21]1.[CH3:25][OH:26].[ClH:24].[Na+:23].[OH-:22]>>[O:2]=[C:3]([OH:4])[c:5]1[cH:6][c:7]2[c:8]([n:9][c:10](-[c:12]3[c:13]([Cl:19])[cH:14][cH:15][cH:16][c:17]3[Cl:18])[nH:11]2)[cH:20][cH:21]1. Starting materials: C1=CC=CC=2C3=CC=CC=C3C(C12)COC(=O)N1C[C@@H](C[C@@H](C1)C(N(CC1=C(C(=CC=C1)Cl)Cl)C1CC1)=O)N ((3R*,5S*)-3-amino-5-[cyclopropyl-(2,3-dichloro-benzyl)-carbamoyl]-piperidine-1-carboxylic acid 9H-fluoren-9-ylmethyl ester), Cl (hydrochloride), C(C)(C)(C)CC(=O)Cl (tert-butyl acetyl chloride). The solvent is CC#N (CH3CN). The product is C1(CC1)N(C(=O)[C@@H]1CNC[C@@H](C1)NC(CC(C)(C)C)=O)CC1=C(C(=CC=C1)Cl)Cl ((3S*,5R*)-5-(3,3-Dimethyl-butyrylamino)-piperidine-3-carboxylic acid cyclopropyl-(2,3-dichloro-benzyl)-amide). RXN SMILES: C1C2C(COC([N:18]3[CH2:23][C@@H:22]([C:24](=[O:38])[N:25]([CH:35]4[CH2:37][CH2:36]4)[CH2:26][C:27]4[CH:32]=[CH:31][CH:30]=[C:29]([Cl:33])[C:28]=4[Cl:34])[CH2:21][C@@H:20]([NH2:39])[CH2:19]3)=O)C3C(=CC=CC=3)C=2C=CC=1.Cl.[C:41]([CH2:45][C:46](Cl)=[O:47])([CH3:44])([CH3:43])[CH3:42]>CC#N>[CH:35]1([N:25]([CH2:26][C:27]2[CH:32]=[CH:31][CH:30]=[C:29]([Cl:33])[C:28]=2[Cl:34])[C:24]([C@H:22]2[CH2:21][C@@H:20]([NH:39][C:46](=[O:47])[CH2:45][C:41]([CH3:44])([CH3:43])[CH3:42])[CH2:19][NH:18][CH2:23]2)=[O:38])[CH2:36][CH2:37]1. Reported procedure: The title compound is prepared analogously as described in Example 61 using (3R*,5S*)-3-amino-5-[cyclopropyl-(2,3-dichloro-benzyl)-carbamoyl]-piperidine-1-carboxylic acid 9H-fluoren-9-ylmethyl ester; hydrochloride and tert-butyl acetyl chloride. MS (LC-MS): 440.5/442.4 [M+H]+; tR (HPLC, Nucleosil C18; 5-100% CH3CN+0.1% TFA/H2O+0.1% TFA for 8 min, flow 1.5 ml/min): 5.28 min. The reactants are COC(CCCN1CCN(CC1)C1=CC=C(C=C1)NC1=CC=CC=C1)=O (4-[4-(4-phenylamino-phenyl)-piperazin-1-yl]-butyric acid methyl ester), [OH-].[Na+] (NaOH). Product: [Na+].C1(=CC=CC=C1)NC1=CC=C(C=C1)N1CCN(CC1)CCCC(=O)[O-] (4-[4-(4-phenylamino-phenyl)-piperazin-1-yl]-butyric acid sodium salt). Isolated yield 92.2%. Reaction SMILES: C[O:2][C:3](=[O:26])[CH2:4][CH2:5][CH2:6][N:7]1[CH2:12][CH2:11][N:10]([C:13]2[CH:18]=[CH:17][C:16]([NH:19][C:20]3[CH:25]=[CH:24][CH:23]=[CH:22][CH:21]=3)=[CH:15][CH:14]=2)[CH2:9][CH2:8]1.[OH-].[Na+:28]>>[Na+:28].[C:20]1([NH:19][C:16]2[CH:15]=[CH:14][C:13]([N:10]3[CH2:9][CH2:8][N:7]([CH2:6][CH2:5][CH2:4][C:3]([O-:26])=[O:2])[CH2:12][CH2:11]3)=[CH:18][CH:17]=2)[CH:21]=[CH:22][CH:23]=[CH:24][CH:25]=1 |f:1.2,3.4|. Reported procedure: The title compound (80 mg, 92.3%) was prepared from 4-[4-(4-phenylamino-phenyl)-piperazin-1-yl]-butyric acid methyl ester (86 mg, 0.24 mmol) and 1 N NaOH (0.25 mL, 0.25 mmol) by the procedure described in Example 2: MS (ESI) m/z 361 (M+1); 1H NMR (400 MHz, DMSO-d6) δ 1.59 (m, 2H), 1.84 (t, J=7.2 Hz, 2H), 2.27 (t, J=7.6 Hz, 2H), 2.47 (t, J=4.8 Hz, 4H), 3.03 (t, J=4.8, 4H), 6.67 (m, 1H), 6.88 (m, 4H), 6.98 (d, J=9.2 Hz, 2H), 7.13 (m, 2H), 7.77 (s, 1H). The reactants are BrC=1NC2=CC(=CC=C2C1C1CCCCC1)C(=O)OC (methyl 2-bromo-3-cyclohexyl-1H-indole-6-carboxylate), C(=O)C1=C(C=CC=C1)B(O)O (2-formylphenylboronic acid), [Li+].[Cl-] (LiCl), CCO.C1(=CC=CC=C1)C (EtOH toluene). The reagents and catalysts are C=1C=CC(=CC1)[P](C=2C=CC=CC2)(C=3C=CC=CC3)[Pd]([P](C=4C=CC=CC4)(C=5C=CC=CC5)C=6C=CC=CC6)([P](C=7C=CC=CC7)(C=8C=CC=CC8)C=9C=CC=CC9)[P](C=1C=CC=CC1)(C=1C=CC=CC1)C=1C=CC=CC1 (Pd (PPh3)4). The solvent is C(=O)([O-])[O-].[Na+].[Na+] (Na2CO3). Run at temperature 85 celsius. Product: C1(CCCCC1)C1=C2N(C3=CC(=CC=C13)C(=O)OC)C(C1=CC=CC=C12)O (Methyl 11-cyclohexyl-6-hydroxy-6H-isoindolo[2,1-a]indole-3-carboxylate). The yield is 69.4%. As a reaction SMILES: Br[C:2]1[NH:3][C:4]2[C:9]([C:10]=1[CH:11]1[CH2:16][CH2:15][CH2:14][CH2:13][CH2:12]1)=[CH:8][CH:7]=[C:6]([C:17]([O:19][CH3:20])=[O:18])[CH:5]=2.[CH:21]([C:23]1[CH:28]=[CH:27][CH:26]=[CH:25][C:24]=1B(O)O)=[O:22].[Li+].[Cl-].CCO.C1(C)C=CC=CC=1>C([O-])([O-])=O.[Na+].[Na+].C1C=CC([P]([Pd]([P](C2C=CC=CC=2)(C2C=CC=CC=2)C2C=CC=CC=2)([P](C2C=CC=CC=2)(C2C=CC=CC=2)C2C=CC=CC=2)[P](C2C=CC=CC=2)(C2C=CC=CC=2)C2C=CC=CC=2)(C2C=CC=CC=2)C2C=CC=CC=2)=CC=1>[CH:11]1([C:10]2[C:9]3[C:4](=[CH:5][C:6]([C:17]([O:19][CH3:20])=[O:18])=[CH:7][CH:8]=3)[N:3]3[CH:21]([OH:22])[C:23]4[C:28]([C:2]=23)=[CH:27][CH:26]=[CH:25][CH:24]=4)[CH2:16][CH2:15][CH2:14][CH2:13][CH2:12]1 |f:2.3,4.5,6.7.8,^1:53,55,74,93|. Procedure details: A stirred mixture of methyl 2-bromo-3-cyclohexyl-1H-indole-6-carboxylate (10.1 g, 30 mmol), 2-formylphenylboronic acid (5.4 g, 36 mmol), LiCl (3.8 g (90 mmol) and Pd (PPh3)4 (1.6 g, 1.38 mmol) in 1M Na2CO3 (40 mL) and 1:1 EtOH-toluene (180 mL) was heated under nitrogen at 85° C. for 3 hours. The reaction mixture was then cooled to RT, and extracted with EtOAc (2×100 mL). The extracts were washed sequentially with water and brine, then dried (MgSO4), filtered and conventrated in-vacuo to afforded... Starting materials: CS(C)=O, CCOC(=O)c1nc([N+](=O)[O-])cn1C, CCO, CCOC(C)=O, [H][H]. The product is CCOC(=O)c1nc(N)cn1C. As a reaction SMILES: [CH3:17][S:18]([CH3:19])=[O:20].[CH3:1][n:2]1[c:3]([C:10](=[O:11])[O:12][CH2:13][CH3:14])[n:4][c:5]([N+:7]([O-:8])=[O:9])[cH:6]1.[CH3:21][CH2:22][OH:23].[CH3:24][CH2:25][O:26][C:27](=[O:28])[CH3:29].[H:15][H:16]>>[CH3:1][n:2]1[c:3]([C:10](=[O:11])[O:12][CH2:13][CH3:14])[n:4][c:5]([NH2:7])[cH:6]1.